Dataset: the Open Reaction Database (ORD), a public repository of structured organic reaction records. Task: describe an organic reaction: reactants, conditions, products, and yield The reactants are Oc1ccc2cc(Br)ccc2c1, C#C[Si](C)(C)C, C1CCOC1, [Cu]I, Cl[Pd]Cl, c1ccc(P(c2ccccc2)c2ccccc2)cc1, c1ccc(P(c2ccccc2)c2ccccc2)cc1. Product: C[Si](C)(C)C#Cc1ccc2cc(O)ccc2c1. Reaction SMILES: [Br:1][c:2]1[cH:3][c:4]2[cH:5][cH:6][c:7]([OH:12])[cH:8][c:9]2[cH:10][cH:11]1.[C:13](#[CH:14])[Si:15]([CH3:16])([CH3:17])[CH3:18].[CH2:19]1[O:20][CH2:21][CH2:22][CH2:23]1.[Cu:65][I:66].[Pd:24]([Cl:25])[Cl:26].[c:27]1([P:28]([c:29]2[cH:30][cH:31][cH:32][cH:33][cH:34]2)[c:35]2[cH:36][cH:37][cH:38][cH:39][cH:40]2)[cH:41][cH:42][cH:43][cH:44][cH:45]1.[c:46]1([P:47]([c:48]2[cH:49][cH:50][cH:51][cH:52][cH:53]2)[c:54]2[cH:55][cH:56][cH:57][cH:58][cH:59]2)[cH:60][cH:61][cH:62][cH:63][cH:64]1>>[c:2]1([C:14]#[C:13][Si:15]([CH3:16])([CH3:17])[CH3:18])[cH:3][c:4]2[cH:5][cH:6][c:7]([OH:12])[cH:8][c:9]2[cH:10][cH:11]1. Starting materials: Cl.SC1=C(C=C(C(=O)O)C=C1N)C(=O)O (4-mercapto-5-aminoisophthalic acid hydrochloride), [N+](=O)([O-])C=1C=C(C=C(C(=O)OC)C1)C(=O)OC (dimethyl 5-nitroisophthalate). Yields the product amine, COC(C1=CC(C(=O)OC)=CC(=C1)N)=O (dimethyl-5-aminoisophthalate). RXN SMILES: Cl.SC1C(N)=CC(C(O)=O)=CC=1C(O)=O.[N+:16]([C:19]1[CH:20]=[C:21]([C:29]([O:31][CH3:32])=[O:30])[CH:22]=[C:23]([CH:28]=1)[C:24]([O:26][CH3:27])=[O:25])([O-])=O>>[CH3:27][O:26][C:24](=[O:25])[C:23]1[CH:28]=[C:19]([NH2:16])[CH:20]=[C:21]([C:29]([O:31][CH3:32])=[O:30])[CH:22]=1 |f:0.1|. Procedure details: The AB2 monomer, 4-mercapto-5-aminoisophthalic acid hydrochloride, is synthesized in similar fashion, starting with catalytic hydrogenation of dimethyl 5-nitroisophthalate to form the corresponding amine, dimethyl-5-aminoisophthalate, which is then acetylated to protect the amino group. Dimethyl-5-aminoisophthalate is treated with thiocyanogen bromide (generated in-situ from bromine and ammonium thiocynate), and finally hydrolyzed to provide the desired monomer. Reactants: CC1(C)OCC(CN2C(=O)C(NC(=O)c3cc4cc(Cl)ccc4[nH]3)Cc3ccccc32)O1, Cl, [Na+], O=C([O-])O. The product is O=C(NC1Cc2ccccc2N(CC(O)CO)C1=O)c1cc2cc(Cl)ccc2[nH]1. RXN SMILES: [Cl:2][c:3]1[cH:4][c:5]2[cH:6][c:7]([C:12](=[O:13])[NH:14][CH:15]3[C:16](=[O:33])[N:17]([CH2:25][CH:26]4[O:27][C:28]([CH3:31])([CH3:32])[O:29][CH2:30]4)[c:18]4[cH:19][cH:20][cH:21][cH:22][c:23]4[CH2:24]3)[nH:8][c:9]2[cH:10][cH:11]1.[ClH:1].[Na+:38].[O-:34][C:35]([OH:36])=[O:37]>>[Cl:2][c:3]1[cH:4][c:5]2[cH:6][c:7]([C:12](=[O:13])[NH:14][CH:15]3[C:16](=[O:33])[N:17]([CH2:25][CH:26]([OH:27])[CH2:30][OH:29])[c:18]4[cH:19][cH:20][cH:21][cH:22][c:23]4[CH2:24]3)[nH:8][c:9]2[cH:10][cH:11]1. Reactants: N(=N\C(=O)OC(C)(C)C)/C(=O)OC(C)(C)C ((E)-di-tert-butyl diazene-1,2-dicarboxylate), FC1(CCOCC1)CO ((4-fluorotetrahydro-2H-pyran-4-yl)methanol), IC=1C=C(C(=NC1)O)C(F)(F)F (5-iodo-3-(trifluoromethyl)pyridin-2-ol), C1(=CC=CC=C1)P(C1=CC=CC=C1)C1=CC=CC=C1 (triphenylphosphine). The solvent is O1CCCC1 (tetrahydrofuran). Run at time 8 hour. Yields the product FC1(CCOCC1)COC1=NC=C(C=C1C(F)(F)F)I (2-((4-fluorotetrahydro-2H-pyran-4-yl)methoxy)-5-iodo-3-(trifluoromethyl)pyridine). RXN SMILES: [F:1][C:2]1([CH2:8][OH:9])[CH2:7][CH2:6][O:5][CH2:4][CH2:3]1.[I:10][C:11]1[CH:12]=[C:13]([C:18]([F:21])([F:20])[F:19])[C:14](O)=[N:15][CH:16]=1.C1(P(C2C=CC=CC=2)C2C=CC=CC=2)C=CC=CC=1.N(/C(OC(C)(C)C)=O)=N\C(OC(C)(C)C)=O>O1CCCC1>[F:1][C:2]1([CH2:8][O:9][C:14]2[C:13]([C:18]([F:19])([F:21])[F:20])=[CH:12][C:11]([I:10])=[CH:16][N:15]=2)[CH2:7][CH2:6][O:5][CH2:4][CH2:3]1. Procedure: A mixture of EXAMPLE 37C (0.537 g), 5-iodo-3-(trifluoromethyl)pyridin-2-ol (1.156 g), and triphenylphosphine (1.574 g) in tetrahydrofuran (20 mL) was cooled to 0° C. To this solution was added (E)-di-tert-butyl diazene-1,2-dicarboxylate (0.921 g). The reaction mixture was stirred overnight. The solvent was removed, and the residue was purified with column flash chromatography on silica gel eluting with 4:1 hexanes/ethyl acetate to give the desired product. Reaction SMILES: [Cl:21][CH:22]([Cl:23])[CH2:24][CH2:25][CH2:26][CH2:27][CH2:28][N:29]=[C:30]=[NH:31].[ClH:10].[NH2:11][CH2:12][CH2:13][c:14]1[cH:15][cH:16][c:17]([OH:20])[cH:18][cH:19]1.[OH:1][C:2](=[O:3])[c:4]1[cH:5][cH:6][cH:7][n:8][cH:9]1.[cH:32]1[cH:33][cH:34][n:35][cH:36][cH:37]1>>[C:2](=[O:3])([c:4]1[cH:5][cH:6][cH:7][n:8][cH:9]1)[NH:11][CH2:12][CH2:13][c:14]1[cH:15][cH:16][c:17]([OH:20])[cH:18][cH:19]1. The reactants are N=C=NCCCCCC(Cl)Cl, Cl, NCCc1ccc(O)cc1, O=C(O)c1cccnc1, c1ccncc1. The product is O=C(NCCc1ccc(O)cc1)c1cccnc1. The reactants are CI, [Na+], [OH-], Sc1nccc(-c2ccccc2)n1. Product: CSc1nccc(-c2ccccc2)n1. As a reaction SMILES: [CH3:16][I:17].[Na+:15].[OH-:14].[SH:1][c:2]1[n:3][cH:4][cH:5][c:6](-[c:8]2[cH:9][cH:10][cH:11][cH:12][cH:13]2)[n:7]1>>[S:1]([c:2]1[n:3][cH:4][cH:5][c:6](-[c:8]2[cH:9][cH:10][cH:11][cH:12][cH:13]2)[n:7]1)[CH3:16]. Reactants: [Hg] (mercury), O (water), NCCNCCNCCN (triethylenetetramine), C([O-])([O-])=O.[Na+].[Na+] (sodium carbonate), FC=1C(=C(C(=C(C1F)F)F)S(=O)(=O)Cl)OC(=C(C(C(C(C(C(C(C(C(F)(F)F)(F)F)(F)F)(F)F)(F)F)(F)F)(F)F)(F)F)F)F (perfluorodecenyloxybenzene sulfonyl chloride), C(CCCCCCCCCCCCCCCCCCCCC)(=O)O (behenic acid). Run in C1(=CC=CC=C1)C (toluene), C1(=CC=CC=C1)C (toluene). Reaction conditions: temperature 80 celsius. Product: [Hg] (mercury), C(CCCCCCCCCCCCCCCCCCCCC)(=O)N.FC=1C(=C(C(=C(C1F)F)F)S(=O)(=O)N)OC(=C(C(C(C(C(C(C(C(C(F)(F)F)(F)F)(F)F)(F)F)(F)F)(F)F)(F)F)(F)F)F)F.FC=1C(=C(C(=C(C1F)F)F)S(=O)(=O)N)OC(=C(C(C(C(C(C(C(C(C(F)(F)F)(F)F)(F)F)(F)F)(F)F)(F)F)(F)F)(F)F)F)F.NCCNCCNCCN (triethylenetetramine bis-(perfluorodecenyloxybenzene sulfonamide) monobehenamide). As a reaction SMILES: [NH2:1][CH2:2][CH2:3][NH:4][CH2:5][CH2:6][NH:7][CH2:8][CH2:9][NH2:10].C(=O)([O-])[O-].[Na+].[Na+].[F:17][C:18]1[C:19]([O:31][C:32]([F:60])=[C:33]([F:59])[C:34]([F:58])([F:57])[C:35]([F:56])([F:55])[C:36]([F:54])([F:53])[C:37]([F:52])([F:51])[C:38]([F:50])([F:49])[C:39]([F:48])([F:47])[C:40]([F:46])([F:45])[C:41]([F:44])([F:43])[F:42])=[C:20]([S:27](Cl)(=[O:29])=[O:28])[C:21]([F:26])=[C:22]([F:25])[C:23]=1[F:24].[Hg:61].[C:62]([OH:85])(=O)[CH2:63][CH2:64][CH2:65][CH2:66][CH2:67][CH2:68][CH2:69][CH2:70][CH2:71][CH2:72][CH2:73][CH2:74][CH2:75][CH2:76][CH2:77][CH2:78][CH2:79][CH2:80][CH2:81][CH2:82][CH3:83].O>C1(C)C=CC=CC=1>[Hg:61].[C:62]([NH2:1])(=[O:85])[CH2:63][CH2:64][CH2:65][CH2:66][CH2:67][CH2:68][CH2:69][CH2:70][CH2:71][CH2:72][CH2:73][CH2:74][CH2:75][CH2:76][CH2:77][CH2:78][CH2:79][CH2:80][CH2:81][CH2:82][CH3:83].[F:17][C:18]1[C:19]([O:31][C:32]([F:60])=[C:33]([F:59])[C:34]([F:58])([F:57])[C:35]([F:56])([F:55])[C:36]([F:54])([F:53])[C:37]([F:52])([F:51])[C:38]([F:50])([F:49])[C:39]([F:48])([F:47])[C:40]([F:46])([F:45])[C:41]([F:44])([F:43])[F:42])=[C:20]([S:27]([NH2:1])(=[O:29])=[O:28])[C:21]([F:26])=[C:22]([F:25])[C:23]=1[F:24].[F:17][C:18]1[C:19]([O:31][C:32]([F:60])=[C:33]([F:59])[C:34]([F:58])([F:57])[C:35]([F:56])([F:55])[C:36]([F:54])([F:53])[C:37]([F:52])([F:51])[C:38]([F:50])([F:49])[C:39]([F:48])([F:47])[C:40]([F:46])([F:45])[C:41]([F:44])([F:43])[F:42])=[C:20]([S:27]([NH2:1])(=[O:29])=[O:28])[C:21]([F:26])=[C:22]([F:25])[C:23]=1[F:24].[NH2:1][CH2:2][CH2:3][NH:4][CH2:5][CH2:6][NH:7][CH2:8][CH2:9][NH2:10] |f:1.2.3,10.11.12.13|. Reported procedure: 7.3 g of triethylenetetramine (0.05 mol) in 30 ml. of toluene was heated to 75° C. and a mixture of 5.3 g of sodium carbonate and 67.3 g of perfluorodecenyloxybenzene sulfonyl chloride was added over a period of 20 minutes while maintaining the temperature at 80° C. After half an hour of further reaction at 80°-90° C., the reaction mixture was stripped of solvent to a temperature of 150° C. and 45 mm mercury pressure. There was then added 16.4 g of behenic acid (0.05 mol) and 30 ml. of toluene a...